Dataset: the Open Reaction Database (ORD), a public repository of structured organic reaction records. Task: describe an organic reaction: reactants, conditions, products, and yield Starting materials: COC=1C=C(C(=O)Cl)C=C(C1OC)OC (3,4,5-trimethoxybenzoyl chloride), C(C)(=O)O (acetic acid), CNC(CO)(CC)C1=CC=CC=C1 (2-Methylamino-2-phenylbutanol), [Li]CCCC (n-BuLi). Solvent: C1CCOC1 (THF), C1CCOC1 (THF). Reaction conditions: time 15 minute. Product: CCC(COC(=O)C1=CC(=C(C(=C1)OC)OC)OC)(C2=CC=CC=C2)NC (N-desmethyltrimebutine). Isolated yield 37.5%. RXN SMILES: [CH3:1][NH:2][C:3]([C:8]1[CH:13]=[CH:12][CH:11]=[CH:10][CH:9]=1)([CH2:6][CH3:7])[CH2:4][OH:5].[Li]CCCC.[CH3:19][O:20][C:21]1[CH:22]=[C:23]([CH:27]=[C:28]([O:32][CH3:33])[C:29]=1[O:30][CH3:31])[C:24](Cl)=[O:25].C(O)(=O)C>C1COCC1>[CH3:7][CH2:6][C:3]([NH:2][CH3:1])([C:8]1[CH:13]=[CH:12][CH:11]=[CH:10][CH:9]=1)[CH2:4][O:5][C:24]([C:23]1[CH:27]=[C:28]([O:32][CH3:33])[C:29]([O:30][CH3:31])=[C:21]([O:20][CH3:19])[CH:22]=1)=[O:25]. Procedure details: To a solution of 1.84 g of 8 (10.3 mmol) in 28 mL of anhydrous THF were added dropwise, at −78° C., 4.11 mL of n-BuLi (2.5 mol/L in hexanes). After 15 minutes, a solution of 2.31 g (10.01 mmol) of 3,4,5-trimethoxybenzoyl chloride in 15.8 mL of anhydrous THF was added. The reaction mixture was then allowed to warm to −30° C. (ca 1 h) and 19 mL of acetic acid were cautiously added. Solvents were removed under vacuum and 55 mL of diethyl ether and 55 mL of water were added to the previously obtaine... Starting materials: C(C)(C)(C)OC(NCC1=C(C(=CC(=C1)C=C)Cl)F)=O ((3-chloro-2-fluoro-5-vinyl-benzyl)-carbamic acid tert-butyl ester), O.C[N+]1(CCOCC1)[O-] (N-methylmorpholine-N-oxide monohydrate), [O-]S(=O)(=S)[O-].[Na+].[Na+] (Na2S2O3). Reagents/catalysts: [Os](=O)(=O)(=O)=O (osmiumtetraoxide). Solvent: CC(=O)C (acetone). Conditions: time 1 hour. Product: C(C)(C)(C)OC(NCC1=C(C(=CC(=C1)C=O)Cl)F)=O ((3-Chloro-2-fluoro-5-formyl-benzyl)-carbamic acid tert-butyl ester). As a reaction SMILES: [C:1]([O:5][C:6](=[O:19])[NH:7][CH2:8][C:9]1[CH:14]=[C:13]([CH:15]=C)[CH:12]=[C:11]([Cl:17])[C:10]=1[F:18])([CH3:4])([CH3:3])[CH3:2].O.C[N+]1([O-])CC[O:25]CC1.[O-]S([O-])(=S)=O.[Na+].[Na+]>CC(C)=O.[Os](=O)(=O)(=O)=O>[C:1]([O:5][C:6](=[O:19])[NH:7][CH2:8][C:9]1[CH:14]=[C:13]([CH:15]=[O:25])[CH:12]=[C:11]([Cl:17])[C:10]=1[F:18])([CH3:4])([CH3:3])[CH3:2] |f:1.2,3.4.5|. Procedure: To a solution of (3-chloro-2-fluoro-5-vinyl-benzyl)-carbamic acid tert-butyl ester (2.7 g, 9.5 mmol) in acetone (20 mL) was added N-methylmorpholine-N-oxide monohydrate (1.5 g, 11 mmol) and a solution of 4% aq. osmiumtetraoxide (3.7 mL, 0.5 mmol). The reaction was stirred for 1 h, saturated aqueous Na2S2O3-solution was added and stirring was continued for one hour. After extraction with EtOAc and removal of the solvent in vacuo, the residue was dissolved in acetone/water (3:1, 40 mL) and NalO4 (... Reactants: C1CCOC1, Oc1ccc(-c2nn(C3CCCC3)c3c(F)cccc23)cc1, CCOP(=O)(Cl)Cl. Product: CCOP(=O)(O)Oc1ccc(-c2nn(C3CCCC3)c3c(F)cccc23)cc1. As a reaction SMILES: [CH2:30]1[CH2:33][CH2:32][CH2:31][O:34]1.[CH:1]1([n:6]2[n:7][c:8](-[c:16]3[cH:17][cH:18][c:19]([OH:22])[cH:20][cH:21]3)[c:9]3[cH:10][cH:11][cH:12][c:13]([F:15])[c:14]23)[CH2:2][CH2:3][CH2:4][CH2:5]1.[P:23](=[O:24])([O:25][CH2:26][CH3:27])([Cl:28])[Cl:29]>>[CH:1]1([n:6]2[n:7][c:8](-[c:16]3[cH:17][cH:18][c:19]([O:22][P:23](=[O:24])([O:25][CH2:26][CH3:27])[OH:34])[cH:20][cH:21]3)[c:9]3[cH:10][cH:11][cH:12][c:13]([F:15])[c:14]23)[CH2:2][CH2:3][CH2:4][CH2:5]1. Starting materials: CC(CCl)CBr, CC(CCl)COc1ccc(Cl)cc1, Oc1ccccc1F, Oc1ccc(Cl)cc1. Product: CC(CCl)COc1ccccc1F. RXN SMILES: [Br:9][CH2:10][CH:11]([CH2:12][Cl:13])[CH3:14].[Cl:15][c:16]1[cH:17][cH:18][c:19]([O:20][CH2:21][CH:22]([CH3:23])[CH2:24][Cl:25])[cH:26][cH:27]1.[F:1][c:2]1[c:3]([OH:8])[cH:4][cH:5][cH:6][cH:7]1.[OH:28][c:29]1[cH:30][cH:31][c:32]([Cl:33])[cH:34][cH:35]1>>[F:1][c:2]1[c:3]([O:8][CH2:10][CH:11]([CH2:12][Cl:13])[CH3:14])[cH:4][cH:5][cH:6][cH:7]1. Reactants: [Br-], COC(=O)Oc1ccccc1, CCCC[P+](CCCC)(CCCC)CCCC, CCOC(=O)CCl. Product: CCOC(=O)COc1ccccc1. Reaction SMILES: [Br-:19].[C:1](=[O:2])([O:3][CH3:11])[O:4][c:5]1[cH:6][cH:7][cH:8][cH:9][cH:10]1.[CH2:20]([P+:21]([CH2:22][CH2:23][CH2:24][CH3:25])([CH2:26][CH2:27][CH2:28][CH3:29])[CH2:30][CH2:31][CH2:32][CH3:33])[CH2:34][CH2:35][CH3:36].[Cl:12][CH2:13][C:14](=[O:15])[O:16][CH2:17][CH3:18]>>[CH2:1]([O:4][c:5]1[cH:6][cH:7][cH:8][cH:9][cH:10]1)[C:14](=[O:15])[O:16][CH2:17][CH3:18]. The reactants are CCOC(=O)c1ncc2c(c1O)c(Br)c(Br)n2-c1ccc(OC)cc1, CC#N, O=C1CCC(=O)N1Br. The product is CCOC(=O)c1nc(Br)c2c(c1O)c(Br)c(Br)n2-c1ccc(OC)cc1. RXN SMILES: [CH2:1]([CH3:2])[O:3][C:4](=[O:5])[c:6]1[c:7]([OH:25])[c:8]2[c:9]([cH:10][n:11]1)[n:12](-[c:17]1[cH:18][cH:19][c:20]([O:23][CH3:24])[cH:21][cH:22]1)[c:13]([Br:16])[c:14]2[Br:15].[CH3:34][C:35]#[N:36].[O:26]=[C:27]1[N:28]([Br:33])[C:29](=[O:30])[CH2:31][CH2:32]1>>[CH2:1]([CH3:2])[O:3][C:4](=[O:5])[c:6]1[c:7]([OH:25])[c:8]2[c:9]([c:10]([Br:33])[n:11]1)[n:12](-[c:17]1[cH:18][cH:19][c:20]([O:23][CH3:24])[cH:21][cH:22]1)[c:13]([Br:16])[c:14]2[Br:15].